From a dataset of the Open Reaction Database (ORD), a public repository of structured organic reaction records. describe an organic reaction: reactants, conditions, products, and yield The reactants are CC(=O)OC(C)=O, COc1cccc(C(=O)O)c1C(=O)O, C1CCOC1. Yields the product COc1cccc2c1C(=O)OC2=O. As a reaction SMILES: [CH3:1][C:2]([O:3][C:4](=[O:5])[CH3:6])=[O:7].[CH3:8][O:9][c:10]1[c:11]([C:19](=[O:20])[OH:21])[c:12]([C:13](=[O:14])[OH:15])[cH:16][cH:17][cH:18]1.[O:22]1[CH2:23][CH2:24][CH2:25][CH2:26]1>>[CH3:8][O:9][c:10]1[c:11]2[c:12]([cH:16][cH:17][cH:18]1)[C:13](=[O:15])[O:21][C:19]2=[O:20].